Dataset: the Open Reaction Database (ORD), a public repository of structured organic reaction records. Task: describe an organic reaction: reactants, conditions, products, and yield Reactants: O=C1CCC2CCCC3CCC(=O)N1C23, Cl, OCc1ccccc1. The product is O=C1CCC2CCCC(CCC(=O)OCc3ccccc3)C2N1. RXN SMILES: [CH2:1]1[CH2:2][C:3](=[O:15])[N:4]2[C:5](=[O:14])[CH2:6][CH2:7][CH:8]3[CH:9]2[CH:10]1[CH2:11][CH2:12][CH2:13]3.[ClH:16].[OH:17][CH2:18][c:19]1[cH:20][cH:21][cH:22][cH:23][cH:24]1>>[CH2:1]([CH2:2][C:3](=[O:15])[O:17][CH2:18][c:19]1[cH:20][cH:21][cH:22][cH:23][cH:24]1)[CH:10]1[CH:9]2[NH:4][C:5](=[O:14])[CH2:6][CH2:7][CH:8]2[CH2:13][CH2:12][CH2:11]1. Reactants: BrC=1C=CC2=C(C(=CC(O2)(C)C)C2=[N+](C=CC=C2)[O-])C1 (2-(6-bromo-2,2-dimethyl-2H-1-benzopyran-4-yl)pyridine N-oxide), N(=NC(=O)OCC)C(=O)OCC (diethyl azodicarboxylate), C1(=CC=CC=C1)P(C1=CC=CC=C1)C1=CC=CC=C1 (triphenylphosphine), ClC1=NC=C(C=C1)C1=CC=CC=C1 (2-chloro-5-phenylpyridine), CC(C)(C#C)O (2-methylbut-3-yn-2-ol). The solvent is ClCCl (dichloromethane). Reaction conditions: time 8 hour. The product is CC(C#C)(OC1=CC=C(C=C1)Br)C (4-(1,1-dimethyl-2-propynyloxy)bromobenzene). Reaction SMILES: [Br:1][C:2]1[CH:3]=[CH:4][C:5]2[O:10][C:9]([CH3:12])([CH3:11])[CH:8]=[C:7](C3C=CC=C[N+]=3[O-])[C:6]=2[CH:20]=1.ClC1C=CC(C2C=CC=CC=2)=CN=1.CC(O)(C#C)C.N(C(OCC)=O)=NC(OCC)=O.C1(P(C2C=CC=CC=2)C2C=CC=CC=2)C=CC=CC=1>ClCCl>[CH3:11][C:9]([CH3:12])([O:10][C:5]1[CH:6]=[CH:20][C:2]([Br:1])=[CH:3][CH:4]=1)[C:8]#[CH:7]. Procedure details: The 6-bromo-2,2-dimethyl-4-(2-pyridyl)-2H-1-benzopyran used as the starting material was prepared as follows: (A) 69.2 g of p-bromophenol and 33.6 g of 2-methylbut-3-yn-2-ol were dissolved in 600 ml of dichloromethane and 75 ml of diethyl azodicarboxylate were added. 126 g of triphenylphosphine were added portionwise and the mixture was stirred overnight. The mixture was washed with dilute hydrochloric acid and 2M sodium hydroxide solution, dried over sodium sulphate and evaporated. The residue ... Starting materials: CC(C)([O-])C.[K+] (potassium tert-butoxide), CN1C2=CC=CC=C2SC=2C=C(C=CC12)C=O (10-methylphenothiazine-3-carbaldehyde), C(C)OP(OCC)(=O)CC1=CC=C(C=C1)C1=CC=C(C=C1)CP(=O)(OCC)OCC (diethyl[4′-(diethoxyphosphoryl-methyl)biphenyl-4-ylmethyl]phosphonate). The solvent is CN1C(CCC1)=O (N-methylpyrrolidone). Run at time 4 hour. The product is CN1C2=CC=CC=C2SC=2C=C(C=CC12)C=CC1=CC=C(C=C1)C1=CC=C(C=C1)C=CC=1C=CC=2N(C3=CC=CC=C3SC2C1)C (10-Methyl-3-(2-{4′-[2-(10-methylphenothiazin-3-yl)vinyl]biphenyl-4-yl}vinyl)phenothiazine). As a reaction SMILES: [CH3:1][C:2]([CH3:5])([O-])[CH3:3].[K+].[CH3:7][N:8]1[C:21]2[CH:20]=[CH:19][C:18]([CH:22]=O)=[CH:17][C:16]=2[S:15][C:14]2[C:9]1=[CH:10][CH:11]=[CH:12][CH:13]=2.C(OP([CH2:32][C:33]1[CH:38]=[CH:37][C:36]([C:39]2[CH:44]=[CH:43][C:42]([CH2:45]P(OCC)(OCC)=O)=[CH:41][CH:40]=2)=[CH:35][CH:34]=1)(=O)OCC)C>CN1CCCC1=O>[CH3:7][N:8]1[C:21]2[CH:20]=[CH:3][C:2]([CH:5]=[CH:45][C:42]3[CH:41]=[CH:40][C:39]([C:36]4[CH:35]=[CH:34][C:33]([CH:32]=[CH:22][C:18]5[CH:19]=[CH:20][C:21]6[N:8]([CH3:7])[C:9]7[C:14]([S:15][C:16]=6[CH:17]=5)=[CH:13][CH:12]=[CH:11][CH:10]=7)=[CH:38][CH:37]=4)=[CH:44][CH:43]=3)=[CH:1][C:16]=2[S:15][C:14]2[C:9]1=[CH:10][CH:11]=[CH:12][CH:13]=2 |f:0.1|. Reported procedure: 0.80 g (7.1 mmol) of potassium tert-butoxide and then 1.82 g (3.3 mmol) of 10-methylphenothiazine-3-carbaldehyde were added under nitrogen at room temperature with stirring to a solution of 1.42 g (3.14 mmol) of diethyl[4′-(diethoxyphosphoryl-methyl)biphenyl-4-ylmethyl]phosphonate (U.S. Pat. No. 3,984,399, Example 2, column 29, line 58-66) in 32 ml of dimethyl sulfoxide dried over molecular sieve. After stirring at room temperature for four hours, the reaction solution was diluted with 70 ml of ... The reactants are N1C[C@@H](CC1)O ((R)-(+)-3-pyrrolidinol), NC1=C2C(=NC=N1)N(N=C2C2=CC=C(C=C2)NC=2OC1=C(N2)C=C(C=C1C)C)C1CN(CC1)CCOC (rac-N2-(4-{4-amino-1-[1-(2-methoxyethyl)tetrahydro-1H-3-pyrrolyl]-1H-pyrazolo[3,4-d]pyrimidin-3-yl}phenyl)-5,7-dimethyl-1,3-benzoxazol-2-amine). Product: C(C)(=O)O.NC1=C2C(=NC=N1)N(N=C2C2=CC=C(C=C2)NC=2OC1=C(N2)C=C(C=C1C)C)[C@@H]1CN(CC1)CCOC (N2-(4-{4-Amino-1-[(3S)-1-(2-methoxyethyl)tetrahydro-1H-3-pyrrolyl]-1H-pyrazolo[3,4-d]pyrimidin-3-yl}phenyl)-5,7-dimethyl-1,3-benzoxazol-2-amine monoacetate), solid. The yield is 53.0%. As a reaction SMILES: N1C[CH2:4][C@@H:3]([OH:6])C1.[NH2:7][C:8]1[N:13]=[CH:12][N:11]=[C:10]2[N:14]([CH:35]3[CH2:39][CH2:38][N:37]([CH2:40][CH2:41][O:42][CH3:43])[CH2:36]3)[N:15]=[C:16]([C:17]3[CH:22]=[CH:21][C:20]([NH:23][C:24]4[O:25][C:26]5[C:32]([CH3:33])=[CH:31][C:30]([CH3:34])=[CH:29][C:27]=5[N:28]=4)=[CH:19][CH:18]=3)[C:9]=12>>[C:3]([OH:6])(=[O:25])[CH3:4].[NH2:7][C:8]1[N:13]=[CH:12][N:11]=[C:10]2[N:14]([C@H:35]3[CH2:39][CH2:38][N:37]([CH2:40][CH2:41][O:42][CH3:43])[CH2:36]3)[N:15]=[C:16]([C:17]3[CH:18]=[CH:19][C:20]([NH:23][C:24]4[O:25][C:26]5[C:32]([CH3:33])=[CH:31][C:30]([CH3:34])=[CH:29][C:27]=5[N:28]=4)=[CH:21][CH:22]=3)[C:9]=12 |f:2.3|. Reported procedure: N2-(4-{4-Amino-1-[(3S)-1-(2-methoxyethyl)tetrahydro-1H-3-pyrrolyl]-1H-pyrazolo[3,4-d]pyrimidin-3-yl}phenyl)-5,7-dimethyl-1,3-benzoxazol-2-amine monoacetate was prepared from (R)-(+)-3-pyrrolidinol in a manner analogous to that used for the preparation of rac-N2-(4-{4-amino-1-[1-(2-methoxyethyl)tetrahydro-1H-3-pyrrolyl]-1H-pyrazolo[3,4-d]pyrimidin-3-yl}phenyl)-5,7-dimethyl-1,3-benzoxazol-2-amine. The compound was formed as a pink solid (0.103 g, 53%). 1H NMR (DMSO-d6, 400 MHz) 1.89 (s, 3H), 2.28-...